Task: describe an organic reaction: reactants, conditions, products, and yield. Dataset: the Open Reaction Database (ORD), a public repository of structured organic reaction records The reactants are OC=1C=C(C=O)C=CC1OC (3-hydroxy-4-methoxy- benzaldehyde), C1(CCCC1)CBr (cyclopentylmethyl bromide), C([O-])([O-])=O.[K+].[K+] (potassium carbonate), 600C. The solvent is CN(C=O)C (dimethylformamide). Product: C1(CCCC1)C=1C(=C(C=O)C=CC1OC)OC (3-cyclopentyl- methoxy- 4-methoxybenzaldehyde). The yield is 73.5%. RXN SMILES: O[C:2]1[CH:3]=[C:4]([CH:7]=[CH:8][C:9]=1[O:10][CH3:11])[CH:5]=[O:6].[CH:12]1(CBr)[CH2:16][CH2:15][CH2:14][CH2:13]1.[C:19](=O)([O-])[O-:20].[K+].[K+]>CN(C)C=O>[CH:12]1([C:2]2[C:3]([O:20][CH3:19])=[C:4]([CH:7]=[CH:8][C:9]=2[O:10][CH3:11])[CH:5]=[O:6])[CH2:16][CH2:15][CH2:14][CH2:13]1 |f:2.3.4|. Procedure: A stirred solution of 3-hydroxy-4-methoxy- benzaldehyde (5.74 g) in dry dimethylformamide (50 mL) is treated with cyclopentylmethyl bromide (7.34 g) and potassium carbonate (15 g), and the solution is heated at 600C for 24 hours. After cooling and filtration, the solution is evaporated to low bulk and dissolved in ethyl acetate (100 mL). The organic solution is washed with aqueous sodium hydroxide solution (4×50 mL; 2 N) and water (2×50 mL), dried over magnesium sulfate, and evaporated to give 3... Starting materials: CC(C)(C)OC(=O)NCC1CCC(C(=O)O)CC1, CNOC, CN1CCOCC1, CCN=C=NCCCN(C)C, ClCCl, Cl, On1nnc2ccccc21. RXN SMILES: [C:1]([CH3:2])([CH3:3])([CH3:4])[O:5][C:6](=[O:7])[NH:8][CH2:9][CH:10]1[CH2:11][CH2:12][CH:13]([C:16](=[O:17])[OH:18])[CH2:14][CH2:15]1.[CH3:20][NH:21][O:22][CH3:23].[CH3:24][N:25]1[CH2:26][CH2:27][O:28][CH2:29][CH2:30]1.[CH3:31][CH2:32][N:33]=[C:34]=[N:35][CH2:36][CH2:37][CH2:38][N:39]([CH3:40])[CH3:41].[Cl:52][CH2:53][Cl:54].[ClH:19].[OH:42][n:43]1[c:44]2[c:45]([cH:46][cH:47][cH:48][cH:49]2)[n:50][n:51]1>>[C:1]([CH3:2])([CH3:3])([CH3:4])[O:5][C:6](=[O:7])[NH:8][CH2:9][CH:10]1[CH2:11][CH2:12][CH:13]([C:16](=[O:18])[N:21]([CH3:20])[O:22][CH3:23])[CH2:14][CH2:15]1. Product: CON(C)C(=O)C1CCC(CNC(=O)OC(C)(C)C)CC1. The reactants are ClC1=CC=C(C=C1)C(OC1CCN(CC1)CCN)C1=NC=CC=C1 (2-[4-[(4-chlorophenyl)-2-pyridylmethoxy]-1-piperidyl]ethylamine), ClC=1OC2=C(N1)C=CC=C2 (2-chlorobenzoxazole), C([O-])([O-])=O.[K+].[K+] (potassium carbonate). The solvent is O1CCOCC1 (dioxane). The product is ClC1=CC=C(C=C1)C(OC1CCN(CC1)CCNC=1OC2=C(N1)C=CC=C2)C2=NC=CC=C2 (2-[2-[4-[(4-chlorophenyl)-2-pyridylmethoxy]-1-piperidyl]ethylamino]benzoxazole). Isolated yield 48.0%. RXN SMILES: [Cl:1][C:2]1[CH:7]=[CH:6][C:5]([CH:8]([C:19]2[CH:24]=[CH:23][CH:22]=[CH:21][N:20]=2)[O:9][CH:10]2[CH2:15][CH2:14][N:13]([CH2:16][CH2:17][NH2:18])[CH2:12][CH2:11]2)=[CH:4][CH:3]=1.Cl[C:26]1[O:27][C:28]2[CH:34]=[CH:33][CH:32]=[CH:31][C:29]=2[N:30]=1.C(=O)([O-])[O-].[K+].[K+]>O1CCOCC1>[Cl:1][C:2]1[CH:3]=[CH:4][C:5]([CH:8]([C:19]2[CH:24]=[CH:23][CH:22]=[CH:21][N:20]=2)[O:9][CH:10]2[CH2:15][CH2:14][N:13]([CH2:16][CH2:17][NH:18][C:26]3[O:27][C:28]4[CH:34]=[CH:33][CH:32]=[CH:31][C:29]=4[N:30]=3)[CH2:12][CH2:11]2)=[CH:6][CH:7]=1 |f:2.3.4|. Procedure: To a mixture of 1.12 g (3.24 mmol) of 2-[4-[(4-chlorophenyl)-2-pyridylmethoxy]-1-piperidyl]ethylamine obtained in Example 12 and 0.60 g (3.91 mmol) of 2-chlorobenzoxazole were added 0.57 g (4.12 mmol) of potassium carbonate and 5 ml of dioxane, and the mixture was stirred under heating at an oil-bath temperature of 80° to 85° C. for 3 hours. After the reaction, the insolubles were filtered off, and the filtrate was concentrated under reduced pressure. The residue was separated by silica gel colu... Reactants: C(C)(C)C1=CC=C(C=C1)C(=O)C1=C(C=CC(=C1)OCC#C)NCC1=NN=NN1 ((4-isopropyl-phenyl)-{5-prop-2-ynyloxy-2-[(1H-tetrazol-5-ylmethyl)-amino]-phenyl}-methanone), C(=O)([O-])[O-].[K+].[K+] (K2CO3), ClCC#N (chloroacetonitrile). Run in CC(=O)CC (ethyl methyl ketone). Conditions: temperature 60 celsius, time 20 hour. The product is C(C)(C)C1=CC=C(C=C1)C(=O)C1=C(C=CC(=C1)OCC#C)NCC=1N=NN(N1)CCOC ((4-isopropyl-phenyl)-(2-{[2-(2-methoxy-ethyl)-2H-tetrazol-5-ylmethyl]-amino}-5-prop-2-ynyloxy-phenyl)-methanone), C(C)(C)C1=CC=C(C=C1)C(=O)C1=C(C=CC(=C1)OCC#C)NCC1=NN=NN1CCOC ((4-isopropyl-phenyl)-(2-{[1-(2-methoxy-ethyl)-1H-tetrazol-5-ylmethyl]-amino}-5-prop-2-ynyloxy-phenyl)-methanone). RXN SMILES: [CH:1]([C:4]1[CH:9]=[CH:8][C:7]([C:10]([C:12]2[CH:17]=[C:16]([O:18][CH2:19][C:20]#[CH:21])[CH:15]=[CH:14][C:13]=2[NH:22][CH2:23][C:24]2[NH:28][N:27]=[N:26][N:25]=2)=[O:11])=[CH:6][CH:5]=1)([CH3:3])[CH3:2].[C:29]([O-:32])([O-])=[O:30].[K+].[K+].Cl[CH2:36][C:37]#N>CC(CC)=O>[CH:1]([C:4]1[CH:5]=[CH:6][C:7]([C:10]([C:12]2[CH:17]=[C:16]([O:18][CH2:19][C:20]#[CH:21])[CH:15]=[CH:14][C:13]=2[NH:22][CH2:23][C:24]2[N:25]=[N:26][N:27]([CH2:36][CH2:37][O:32][CH3:29])[N:28]=2)=[O:11])=[CH:8][CH:9]=1)([CH3:3])[CH3:2].[CH:1]([C:4]1[CH:5]=[CH:6][C:7]([C:10]([C:12]2[CH:17]=[C:16]([O:18][CH2:19][C:20]#[CH:21])[CH:15]=[CH:14][C:13]=2[NH:22][CH2:23][C:24]2[N:28]([CH2:36][CH2:37][O:30][CH3:29])[N:27]=[N:26][N:25]=2)=[O:11])=[CH:8][CH:9]=1)([CH3:3])[CH3:2] |f:1.2.3|. Procedure: A mixture of 1.04 g (2.77 mmol) (4-isopropyl-phenyl)-{5-prop-2-ynyloxy-2-[(1H-tetrazol-5-ylmethyl)-amino]-phenyl}-methanone, 0.85 g K2CO3, 0.25 g KI and 0.41 g (2.95 mmol) chloroacetonitrile and 40 ml ethyl methyl ketone is stirred at 60° C. for 20 h. The reaction mixture is cooled to room temperature and poured onto water and extracted with ethyl acetate. The combined organic layers are washed with water and brine, dried over MgSO4, filtered and concentrated in vacuo. The residue is purified by... Starting materials: Cc1nc2nc(C(N)=O)cn2c(-c2ccc(Cl)cc2Cl)c1CNC(=O)OC(C)(C)C, C1CCOC1, COc1ccc(P2(=S)SP(=S)(c3ccc(OC)cc3)S2)cc1, O. The product is Cc1nc2nc(C(N)=S)cn2c(-c2ccc(Cl)cc2Cl)c1CNC(=O)OC(C)(C)C. RXN SMILES: [C:1]([NH2:2])(=[O:3])[c:4]1[n:5][c:6]2[n:7]([c:8](-[c:22]3[c:23]([Cl:29])[cH:24][c:25]([Cl:28])[cH:26][cH:27]3)[c:9]([CH2:13][NH:14][C:15]([O:16][C:17]([CH3:18])([CH3:19])[CH3:20])=[O:21])[c:10]([CH3:12])[n:11]2)[cH:30]1.[CH2:54]1[O:55][CH2:56][CH2:57][CH2:58]1.[CH3:31][O:32][c:33]1[cH:34][cH:35][c:36]([P:37]2(=[S:40])[S:38][P:39]([c:41]3[cH:42][cH:43][c:44]([O:45][CH3:46])[cH:47][cH:48]3)(=[S:49])[S:50]2)[cH:51][cH:52]1.[OH2:53]>>[C:1]([NH2:2])([c:4]1[n:5][c:6]2[n:7]([c:8](-[c:22]3[c:23]([Cl:29])[cH:24][c:25]([Cl:28])[cH:26][cH:27]3)[c:9]([CH2:13][NH:14][C:15]([O:16][C:17]([CH3:18])([CH3:19])[CH3:20])=[O:21])[c:10]([CH3:12])[n:11]2)[cH:30]1)=[S:40]. Starting materials: OC1=C(C(=O)C2=CC=CC=C2)C=CC(=C1CCC)O (2,4-dihydroxy-3-propylbenzophenone), nitrile, N1N=NN=C1 (tetrazole), BrCCCCC#N (5-bromovaleronitrile), nitrile. Product: C(C1=CC=CC=C1)(=O)C1=C(C(=C(OCCCCC2=NN=NN2)C=C1)CCC)O (5-[4-(4-Benzoyl-3-hydroxy-2-propylphenoxy)butyl]-tetrazole). Reaction SMILES: [OH:1][C:2]1[C:15]([CH2:16][CH2:17][CH3:18])=[C:14]([OH:19])[CH:13]=[CH:12][C:3]=1[C:4]([C:6]1[CH:11]=[CH:10][CH:9]=[CH:8][CH:7]=1)=[O:5].Br[CH2:21][CH2:22][CH2:23][CH2:24][C:25]#[N:26].[NH:27]1C=N[N:29]=[N:28]1>>[C:4]([C:3]1[CH:12]=[CH:13][C:14]([O:19][CH2:21][CH2:22][CH2:23][CH2:24][C:25]2[NH:26][N:29]=[N:28][N:27]=2)=[C:15]([CH2:16][CH2:17][CH3:18])[C:2]=1[OH:1])(=[O:5])[C:6]1[CH:11]=[CH:10][CH:9]=[CH:8][CH:7]=1. Procedure: The title compound was prepared by first reacting 7.68 g. of 2,4-dihydroxy-3-propylbenzophenone with 4.86 g. of 5-bromovaleronitrile according to the procedure in Example 21. The reaction afforded 8.2 g. of the nitrile intermediate of the title compound. This nitrile intermediate was then converted to the tetrazole following the procedure of Example 8 giving 1.2 g. of the title compound, m.p. about 114°-115° C. The reactants are C(C)C1(COC2=CC(=CC=C2C1CCCCCCCCCC(C(=O)O)CCCCCCC(C(F)(F)F)(F)F)O)C1=CC=C(C=C1)O (11-[(3RS,4RS)-3-ethyl-7-hydroxy-3-(4-hydroxyphenyl)chroman-4-yl]-2-(7,7,8,8,8-pentafluorooctyl)-undecanoic acid), FC(CCCCC(C(=O)OCC)CCCCCC=C)(C(F)(F)F)F (ethyl 2-(5,5,6,6,6-pentafluorohexyl)-8-nonenoate). The product is C(C)C1(COC2=CC(=CC=C2C1CCCCCCCCC(C(=O)O)CCCCC(C(F)(F)F)(F)F)O)C1=CC=C(C=C1)O (10-[(3RS,4RS)-3-ethyl-7-hydroxy-3-(4-hydroxyphenyl)chroman-4-yl]-2-(5,5,6,6,6-pentafluorohexyl)decanoic acid). Reaction SMILES: [CH2:1]([C:3]1([C:40]2[CH:45]=[CH:44][C:43]([OH:46])=[CH:42][CH:41]=2)[CH:12]([CH2:13]CCCCCCCCC(CCCCCCC(F)(F)C(F)(F)F)C(O)=O)[C:11]2[C:6](=[CH:7][C:8]([OH:39])=[CH:9][CH:10]=2)[O:5][CH2:4]1)[CH3:2].[F:47][C:48]([F:70])([C:66]([F:69])([F:68])[F:67])[CH2:49][CH2:50][CH2:51][CH2:52][CH:53]([CH2:59][CH2:60][CH2:61][CH2:62][CH2:63][CH:64]=[CH2:65])[C:54]([O:56]CC)=[O:55]>>[CH2:1]([C:3]1([C:40]2[CH:41]=[CH:42][C:43]([OH:46])=[CH:44][CH:45]=2)[CH:12]([CH2:13][CH2:65][CH2:64][CH2:63][CH2:62][CH2:61][CH2:60][CH2:59][CH:53]([CH2:52][CH2:51][CH2:50][CH2:49][C:48]([F:47])([F:70])[C:66]([F:67])([F:68])[F:69])[C:54]([OH:56])=[O:55])[C:11]2[C:6](=[CH:7][C:8]([OH:39])=[CH:9][CH:10]=2)[O:5][CH2:4]1)[CH3:2]. Procedure details: Starting with the allyl compound prepared in Example 21 and the ethyl 2-(5,5,6,6,6-pentafluorohexyl)-8-nonenoate prepared in Example 9, the same procedure as shown in Example 21 was repeated to give 10-[(3RS,4RS)-3-ethyl-7-hydroxy-3-(4-hydroxyphenyl)chroman-4-yl]-2-(5,5,6,6,6-pentafluorohexyl)decanoic acid. The reactants are CN(C)C=O, [Cl-], N#Cc1ccc(F)cc1, FC(F)(F)c1cn[nH]c1, [H-], [NH4+], [Na+]. Product: N#Cc1ccc(-n2cc(C(F)(F)F)cn2)cc1. As a reaction SMILES: [CH3:23][N:24]([CH3:25])[CH:26]=[O:27].[Cl-:21].[F:12][c:13]1[cH:14][cH:15][c:16]([C:17]#[N:18])[cH:19][cH:20]1.[F:1][C:2]([c:3]1[cH:4][n:5][nH:6][cH:7]1)([F:8])[F:9].[H-:10].[NH4+:22].[Na+:11]>>[F:1][C:2]([c:3]1[cH:4][n:5][n:6](-[c:13]2[cH:14][cH:15][c:16]([C:17]#[N:18])[cH:19][cH:20]2)[cH:7]1)([F:8])[F:9]. Isolated yield 54.5%. RXN SMILES: [OH-].[Na+].[OH:3][C:4]1[CH:9]=[CH:8][CH:7]=[CH:6][C:5]=1[CH:10]([S:17][C:18]1[CH:27]=[CH:26][C:21]([C:22]([O:24]C)=[O:23])=[CH:20][CH:19]=1)[CH2:11][N:12]1[CH:16]=[CH:15][N:14]=[CH:13]1.Cl>CO>[OH:3][C:4]1[CH:9]=[CH:8][CH:7]=[CH:6][C:5]=1[CH:10]([S:17][C:18]1[CH:19]=[CH:20][C:21]([C:22]([OH:24])=[O:23])=[CH:26][CH:27]=1)[CH2:11][N:12]1[CH:16]=[CH:15][N:14]=[CH:13]1 |f:0.1|. Product: OC1=C(C=CC=C1)C(CN1C=NC=C1)SC1=CC=C(C(=O)O)C=C1 (4-[1-(2-Hydroxyphenyl)-2-(imidazol-1-yl)ethylthio]benzoic acid). Conditions: time 3 hour. The solvent is CO (methanol), CO (methanol). Reported procedure: 694 μl of a 1N aqueous solution of sodium hydroxide were added to a solution of 61.5 mg of methyl 4-[1-(2-hydroxyphenyl)-2-(imidazol-1-yl)ethylthio]benzoate (prepared as described in Example 33) in 694 μl of methanol, and the resulting mixture was stirred at room temperature for 3 hours. The reaction mixture was then neutralized with 694 μl of a 1N aqueous solution of hydrochloric acid, and methanol was removed by distillation under reduced pressure. The remaining solution was subjected to chrom... The reactants are aqueous solution, aqueous solution, [OH-].[Na+] (sodium hydroxide), OC1=C(C=CC=C1)C(CN1C=NC=C1)SC1=CC=C(C(=O)OC)C=C1 (Methyl 4-[1-(2-hydroxyphenyl)-2-(imidazol-1-yl)ethylthio]benzoate), Cl (hydrochloric acid). Reactants: C(Cl)Cl (CH2Cl2), C(=O)([O-])[O-].[K+].[K+] (K2CO3), [N+](=O)([O-])C1=C(N)C=CC(=C1)C#C[Si](C)(C)C (2-Nitro-4-(trimethylsilylethinyl)aniline). Solvent: O (water), CO (MeOH). Reaction conditions: time 5 hour. Product: C(#C)C1=CC(=C(C=C1)N)[N+](=O)[O-] (4-Ethynyl-2-nitrobenzenamine). RXN SMILES: [N+:1]([C:4]1[CH:10]=[C:9]([C:11]#[C:12][Si](C)(C)C)[CH:8]=[CH:7][C:5]=1[NH2:6])([O-:3])=[O:2].C(Cl)Cl.C([O-])([O-])=O.[K+].[K+]>CO.O>[C:11]([C:9]1[CH:8]=[CH:7][C:5]([NH2:6])=[C:4]([N+:1]([O-:3])=[O:2])[CH:10]=1)#[CH:12] |f:2.3.4|. Procedure details: 2-Nitro-4-(trimethylsilylethinyl)aniline (3.96 g; 16.9 mmol; 1 eq.) was dissolved in MeOH (50 ml) and CH2Cl2 (50 ml) and treated with K2CO3 (9.33 g; 67.6 mmol; 4 eq.). After stirring at room temperature for 5 h, the mixture was diluted with water. The organic layer was separated and the aqueous layer was extracted with CH2Cl2 (3×100 ml). The combined organic layers were dried over Na2SO4, evaporated and the residue was purified by flash chromatography on silica using a CHCl3/MeOH gradient. Yield...